Task: describe an organic reaction: reactants, conditions, products, and yield. Dataset: the Open Reaction Database (ORD), a public repository of structured organic reaction records The reactants are Cl.C(C)N=C=NCCCN(C)C (1-ethyl-3-(3-dimethylaminopropyl)carbodiimide hydrochloride), N[C@@H](CC(C)C)C(=O)NCCCCCCCNC(=O)OCC1=CC=CC=C1 (N-L-leucyl-N'-benzyloxycarbonyl-1,7-diaminoheptane), ON1N=NC2=C1C=CC=C2 (1-hydroxybenzotriazole), CN1CCOCC1 (N-methylmorpholine). Run in O1CCCC1 (tetrahydrofuran), trans-benzylhydrogenepoxysuccinate. Reaction conditions: time 2 hour. Yields the product C(C1=CC=CC=C1)OC(=O)NCCCCCCCN (N'-benzyloxycarbonyl-1,7-diaminoheptane). The yield is 67.0%. RXN SMILES: N[C@H](C([NH:9][CH2:10][CH2:11][CH2:12][CH2:13][CH2:14][CH2:15][CH2:16][NH:17][C:18]([O:20][CH2:21][C:22]1[CH:27]=[CH:26][CH:25]=[CH:24][CH:23]=1)=[O:19])=O)CC(C)C.ON1C2C=CC=CC=2N=N1.CN1CCOCC1.Cl.C(N=C=NCCCN(C)C)C>O1CCCC1>[CH2:21]([O:20][C:18]([NH:17][CH2:16][CH2:15][CH2:14][CH2:13][CH2:12][CH2:11][CH2:10][NH2:9])=[O:19])[C:22]1[CH:27]=[CH:26][CH:25]=[CH:24][CH:23]=1 |f:3.4|. Procedure: In 80 ml of the tetrahydrofuran were dissolved 1.00 g of DL-trans-benzylhydrogenepoxysuccinate, 1.70 g of N-L-leucyl-N'-benzyloxycarbonyl-1,7-diaminoheptane, 0.73 g of 1-hydroxybenzotriazole and 0.55 g of N-methylmorpholine. To the solution was slowly added 0.95 g of 1-ethyl-3-(3-dimethylaminopropyl)carbodiimide hydrochloride under ice-cooling with stirring. The mixture was stirred for 2 hours under ice-cooling and then for 2 hours at room temperature. The solution was concentrated under reduced...